Dataset: the Open Reaction Database (ORD), a public repository of structured organic reaction records. Task: describe an organic reaction: reactants, conditions, products, and yield Starting materials: BrC=1C=CC2=C(C=3N(C4CC2C4)C(=C(N3)C(=O)N)I)C1 (10-bromo-3-iodo-6,7-dihydro-5H-5,7-methanobenzo[c]imidazo[1,2-a]azepine-2-carb oxamide), CC(CN1N=CC(=C1)B1OC(C(O1)(C)C)(C)C)(C)O (2-methyl-1-[4-(4,4,5,5-tetramethyl-1,3,2-dioxaborolan-2-yl)pyrazol-1-yl]propan-2-ol). Product: BrC=1C=CC2=C(C=3N(C4CC2C4)C(=C(N3)C(=O)N)C=3C=NN(C3)CC(C)(C)O)C1 (10-bromo-3-(1-(2-hydroxy-2-methylpropyl)-1H-pyrazol-4-yl)-6,7-dihydro-5H-5,7-methanobenzo[c]imidazo[1,2-a]azepine-2-carboxamide). RXN SMILES: [Br:1][C:2]1[CH:3]=[CH:4][C:5]2[CH:11]3[CH2:12][CH:9]([CH2:10]3)[N:8]3[C:13](I)=[C:14]([C:16]([NH2:18])=[O:17])[N:15]=[C:7]3[C:6]=2[CH:20]=1.[CH3:21][C:22]([OH:39])([CH3:38])[CH2:23][N:24]1[CH:28]=[C:27](B2OC(C)(C)C(C)(C)O2)[CH:26]=[N:25]1>>[Br:1][C:2]1[CH:3]=[CH:4][C:5]2[CH:11]3[CH2:12][CH:9]([CH2:10]3)[N:8]3[C:13]([C:27]4[CH:26]=[N:25][N:24]([CH2:23][C:22]([OH:39])([CH3:38])[CH3:21])[CH:28]=4)=[C:14]([C:16]([NH2:18])=[O:17])[N:15]=[C:7]3[C:6]=2[CH:20]=1. Reported procedure: 10-bromo-3-iodo-6,7-dihydro-5H-5,7-methanobenzo[c]imidazo[1,2-a]azepine-2-carb oxamide was reacted with 2-methyl-1-[4-(4,4,5,5-tetramethyl-1,3,2-dioxaborolan-2-yl)pyrazol-1-yl]propan-2-ol similarly to as described in Example 4 to produce crude 10-bromo-3-(1-(2-hydroxy-2-methylpropyl)-1H-pyrazol-4-yl)-6,7-dihydro-5H-5,7-methanobenzo[c]imidazo[1,2-a]azepine-2-carboxamide. This intermediate was reacted with (2R)-2-(5-methylisoxazol-3-yl)but-3-yn-2-ol via General Procedure E to afford 39 mg (24%) of... The product is CCOC(=O)c1cc(Oc2cnc(C(=O)N(C)C)nc2)c2cc(C)oc2c1. The reactants are CN(C)C(=O)c1ncc(Br)cn1, O=C([O-])[O-], CN(C)C=O, CCOC(C)=O, [Cs+], [Cs+], I[Cu]I, N#N, CCOC(=O)c1cc(O)c2cc(C)oc2c1, c1cnc2c(c1)ccc1cccnc12. RXN SMILES: [Br:7][c:8]1[cH:9][n:10][c:11]([C:14](=[O:15])[N:16]([CH3:17])[CH3:18])[n:12][cH:13]1.[C:1](=[O:2])([O-:3])[O-:4].[CH3:51][N:52]([CH3:53])[CH:54]=[O:55].[CH3:56][CH2:57][O:58][C:59](=[O:60])[CH3:61].[Cs+:5].[Cs+:6].[Cu:62]([I:63])[I:64].[N:49]#[N:50].[OH:19][c:20]1[cH:21][c:22]([C:30](=[O:31])[O:32][CH2:33][CH3:34])[cH:23][c:24]2[c:25]1[cH:26][c:27]([CH3:29])[o:28]2.[cH:35]1[cH:36][c:37]2[cH:38][cH:39][c:40]3[c:41]([c:42]2[n:43][cH:44]1)[n:45][cH:46][cH:47][cH:48]3>>[c:8]1([O:19][c:20]2[cH:21][c:22]([C:30](=[O:31])[O:32][CH2:33][CH3:34])[cH:23][c:24]3[c:25]2[cH:26][c:27]([CH3:29])[o:28]3)[cH:9][n:10][c:11]([C:14](=[O:15])[N:16]([CH3:17])[CH3:18])[n:12][cH:13]1. Starting materials: Cl (HCl), [OH-].[Na+] (NaOH), [OH-].[Na+] (NaOH), C(C)(=O)Cl (Acetyl chloride), FC(C1=NNC(=C1)N)(F)F (3-(trifluoromethyl)-1H-pyrazol-5-amine), CN1CCOCC1 (N-methylmorpholine). Solvent: C(Cl)Cl (CH2Cl2). Run at time 16 hour. The product is FC(C1=NNC(=C1)NC(C)=O)(F)F (N-[3-(trifluoromethyl)-1H-pyrazol-5-yl]acetamide). Yield: 87.9%. As a reaction SMILES: [C:1](Cl)(=[O:3])[CH3:2].[F:5][C:6]([F:14])([F:13])[C:7]1[CH:11]=[C:10]([NH2:12])[NH:9][N:8]=1.CN1CCOCC1.[OH-].[Na+].Cl>C(Cl)Cl>[F:5][C:6]([F:14])([F:13])[C:7]1[CH:11]=[C:10]([NH:12][C:1](=[O:3])[CH3:2])[NH:9][N:8]=1 |f:3.4|. Procedure details: Acetyl chloride (7.7 ml, 108 mmol) was added over a period of 45 minutes to a solution of 3-(trifluoromethyl)-1H-pyrazol-5-amine (6.5 g, 43 mmol) and N-methylmorpholine (12.3 ml, 112 mmol) in CH2Cl2 (160 ml) with cooling in an ice bath. The reaction was allowed to warm to room temperature and stirred for 16 h, the solvent was removed in vacuo and the residue dissolved in methanol (150 ml). The solution was cooled in an ice bath and 25% aqueous NaOH (7.3 ml, 65 mmol) was added. After 3.25 h, 25% ... Reactants: CCCc1c(CNC)ccc2ccccc12, CN1CC(=O)Nc2ncc(C=CC(=O)O)cc2C1, COc1cccc(CCN)c1OC(C)C, Cl, Cl, O=C(O)C=Cc1cnc2c(c1)CN(CCCN1CCOCC1)CC(=O)N2. The product is COc1cccc(CN(C)C(=O)C=Cc2cnc3c(c2)CN(CCCN2CCOCC2)CC(=O)N3)c1OC(C)C, Cl. Reaction SMILES: [CH3:16][NH:17][CH2:18][c:19]1[cH:20][cH:21][c:22]2[c:23]([cH:24][cH:25][cH:26][cH:27]2)[c:28]1[CH2:29][CH2:30][CH3:31].[CH3:60][N:61]1[CH2:62][c:63]2[cH:64][c:65]([CH:66]=[CH:67][C:68]([OH:69])=[O:70])[cH:71][n:72][c:73]2[NH:74][C:75](=[O:76])[CH2:77]1.[CH:1]([CH3:2])([CH3:3])[O:4][c:5]1[c:6]([CH2:7][CH2:8][NH2:9])[cH:10][cH:11][cH:12][c:13]1[O:14][CH3:15].[ClH:32].[ClH:59].[O:33]1[CH2:34][CH2:35][N:36]([CH2:39][CH2:40][CH2:41][N:42]2[CH2:43][C:44](=[O:58])[NH:45][c:46]3[c:47]([cH:49][c:50]([CH:53]=[CH:54][C:55](=[O:56])[OH:57])[cH:51][n:52]3)[CH2:48]2)[CH2:37][CH2:38]1>>[CH:1]([CH3:2])([CH3:3])[O:4][c:5]1[c:6]([CH2:7][N:17]([CH3:16])[C:55]([CH:54]=[CH:53][c:50]2[cH:49][c:47]3[c:46]([n:52][cH:51]2)[NH:45][C:44](=[O:58])[CH2:43][N:42]([CH2:41][CH2:40][CH2:39][N:36]2[CH2:35][CH2:34][O:33][CH2:38][CH2:37]2)[CH2:48]3)=[O:56])[cH:10][cH:11][cH:12][c:13]1[O:14][CH3:15].[ClH:32].